Dataset: the Open Reaction Database (ORD), a public repository of structured organic reaction records. Task: describe an organic reaction: reactants, conditions, products, and yield Solvent: C(C)#N (acetonitrile), C(C)N(CC)CC (triethylamine). Reaction SMILES: Cl.C1(C)C=CC(NN)=CC=1.BrCC(OC)=O.[CH3:17][C:18]1[CH:23]=[CH:22][C:21]([N:24]([CH2:26][C:27]([O:29][CH3:30])=[O:28])N)=[CH:20][CH:19]=1.C(OC(OCC)CCCNC)C.CC1C=C2[C:50](=[CH:51][CH:52]=1)[N:49]([CH2:53][C:54](OC)=O)[CH:48]=C2CCNC.C=O.C(O)(C(F)(F)F)=O>C(#N)C.C(N(CC)CC)C>[CH3:48][N:49]1[CH2:53][CH2:54][C:52]2[C:22]3[C:21](=[CH:20][CH:19]=[C:18]([CH3:17])[CH:23]=3)[N:24]([CH2:26][C:27]([O:29][CH3:30])=[O:28])[C:51]=2[CH2:50]1 |f:0.1|. Product: CN1CC=2N(C3=CC=C(C=C3C2CC1)C)CC(=O)OC (methyl 2-(1,2,3,4-tetrahydro-2,6-dimethylpyrido[3,4-b]indol-9-yl)acetate). Reported procedure: The title compound is prepared by following General Methods 1, 3, and 4 by using p-tolylhydrazine hydrochloride, methyl bromoacetate, and triethylamine (General Method 1), methyl 2-(1-(4-methylphenyl)hydrazinyl)acetate and 4,4-diethoxy-N-methylbutan-1-amine (General Method 3), and methyl 2-(5-methyl-3-(2-(methylamino)ethyl)-1H-indol-1-yl)acetate, formaldehyde and TFA in acetonitrile (General Method 4). Starting materials: Cl.C1(=CC=C(C=C1)NN)C (p-tolylhydrazine hydrochloride), CC=1C=C2C(=CN(C2=CC1)CC(=O)OC)CCNC (methyl 2-(5-methyl-3-(2-(methylamino)ethyl)-1H-indol-1-yl)acetate), C(C)OC(CCCNC)OCC (4,4-diethoxy-N-methylbutan-1-amine), C(=O)(C(F)(F)F)O (TFA), BrCC(=O)OC (methyl bromoacetate), CC1=CC=C(C=C1)N(N)CC(=O)OC (methyl 2-(1-(4-methylphenyl)hydrazinyl)acetate), C=O (formaldehyde). Starting materials: COc1cc(Br)ccc1Cl, CC1NCCNC1C. The product is COc1cc(N2CCNC(C)C2C)ccc1Cl. RXN SMILES: [Br:9][c:10]1[cH:11][cH:12][c:13]([Cl:18])[c:14]([O:16][CH3:17])[cH:15]1.[CH3:1][CH:2]1[NH:3][CH2:4][CH2:5][NH:6][CH:7]1[CH3:8]>>[CH3:1][CH:2]1[N:3]([c:10]2[cH:11][cH:12][c:13]([Cl:18])[c:14]([O:16][CH3:17])[cH:15]2)[CH2:4][CH2:5][NH:6][CH:7]1[CH3:8]. The reactants are CC(C)(C1(CCN(CC1)S(=O)(=O)CCC)C1=NC=CC=C1)N ({1-Methyl-1-[1-(propylsulfonyl)-4-pyridin-2-ylpiperidin-4-yl]ethyl}amine), CCN(C(C)C)C(C)C (i-Pr2NEt), ClC1=C(C(=O)Cl)C(=CC=C1F)F (2-chloro-3,6,-difluorobenzoyl chloride). Solvent: CN(C)C=O (DMF). Run at time 1.5 hour. Product: ClC1=C(C(=O)NC(C)(C2(CCN(CC2)S(=O)(=O)CCC)C2=NC=CC=C2)C)C(=CC=C1F)F (2-chloro-3,6-difluoro-N-{1-methyl-1-[1-(propylsulfonyl)-4-pyridin-2-ylpiperidin-4-yl]ethyl}benzamide). Reaction SMILES: [CH3:1][C:2]([NH2:22])([C:4]1([C:16]2[CH:21]=[CH:20][CH:19]=[CH:18][N:17]=2)[CH2:9][CH2:8][N:7]([S:10]([CH2:13][CH2:14][CH3:15])(=[O:12])=[O:11])[CH2:6][CH2:5]1)[CH3:3].CCN(C(C)C)C(C)C.[Cl:32][C:33]1[C:41]([F:42])=[CH:40][CH:39]=[C:38]([F:43])[C:34]=1[C:35](Cl)=[O:36]>CN(C=O)C>[Cl:32][C:33]1[C:41]([F:42])=[CH:40][CH:39]=[C:38]([F:43])[C:34]=1[C:35]([NH:22][C:2]([CH3:3])([C:4]1([C:16]2[CH:21]=[CH:20][CH:19]=[CH:18][N:17]=2)[CH2:9][CH2:8][N:7]([S:10]([CH2:13][CH2:14][CH3:15])(=[O:12])=[O:11])[CH2:6][CH2:5]1)[CH3:1])=[O:36]. Procedure details: A solution of {1-Methyl-1-[1-(propylsulfonyl)-4-pyridin-2-ylpiperidin-4-yl]ethyl}amine (II-1, 43 mg, 0.13 mmol) in DMF (0.7 mL) was treated with i-Pr2NEt (0.066 mL, 0.38 mmol) and 2-chloro-3,6,-difluorobenzoyl chloride (0.2 mL, 0.8 mmol) and stirred at room temperature for 1.5 h. The reaction mixture was purified directly by reverse phase HPLC to afford 2-chloro-3,6-difluoro-N-{1-methyl-1-[1-(propylsulfonyl)-4-pyridin-2-ylpiperidin-4-yl]ethyl}benzamide (II-2). Analytical LCMS: single peak (214 n... Starting materials: C[C@@H]1N(CCN(C1)C=1C2=C(N=CN1)NC=C2C)C(=O)OC(C)(C)C ((S)-tert-butyl 2-methyl-4-(5-methyl-7H-pyrrolo[2,3-d]pyrimidin-4-yl)piperazine-1-carboxylate), FC(C(=O)O)(F)F (trifluoroacetic acid). The solvent is ClCCl (dichloromethane). Run at time 8 hour. Yields the product CC1=CNC=2N=CN=C(C21)N2C[C@@H](NCC2)C ((S)-5-methyl-4-(3-methylpiperazin-1-yl)-7H-pyrrolo[2,3-d]pyrimidine). Yield: 77.8%. As a reaction SMILES: [CH3:1][C@H:2]1[CH2:7][N:6]([C:8]2[C:9]3[C:16]([CH3:17])=[CH:15][NH:14][C:10]=3[N:11]=[CH:12][N:13]=2)[CH2:5][CH2:4][N:3]1C(OC(C)(C)C)=O.FC(F)(F)C(O)=O>ClCCl>[CH3:17][C:16]1[C:9]2[C:8]([N:6]3[CH2:5][CH2:4][NH:3][C@@H:2]([CH3:1])[CH2:7]3)=[N:13][CH:12]=[N:11][C:10]=2[NH:14][CH:15]=1. Procedure details: The Boc-protected piperazine from step A (1.5 g, 4.5 mmol) was added to a 1:1 mixture of trifluoroacetic acid and dichloromethane (10 ml). The reaction was stirred overnight, then concentrated under vacuum, diluted with dichloromethane, and neutralized with sat. aq. sodium bicarbonate. The layers were separated, and the aqueous layer was back extracted with more dichloromethane. The combined organic fractions were dried over MgSO4 and concentrated under vacuum to give (S)-5-methyl-4-(3-methylpip... Starting materials: NC(=O)N (urea), ethanolic solution, CC[O-].[Na+] (sodium ethylate), CN(C=C(C(C)=O)C1=CC=C(C=C1)OC)C (4-dimethylamino-3-(4-methoxyphenyl)-3-buten-2-one). Run in C(C)O (ethanol). Run at temperature 0 celsius. Product: COC1=CC=C(C=C1)C=1C(=NC(NC1)=O)C (5-(4-methoxyphenyl)-4-methyl-2-(1H)-pyrimidinone). The yield is 49.4%. Reaction SMILES: [NH2:1][C:2]([NH2:4])=[O:3].CC[O-].[Na+].CN(C)[CH:11]=[C:12]([C:16]1[CH:21]=[CH:20][C:19]([O:22][CH3:23])=[CH:18][CH:17]=1)[C:13](=O)[CH3:14]>C(O)C>[CH3:23][O:22][C:19]1[CH:20]=[CH:21][C:16]([C:12]2[C:13]([CH3:14])=[N:1][C:2](=[O:3])[NH:4][CH:11]=2)=[CH:17][CH:18]=1 |f:1.2|. Procedure: 24.4 g of urea and 120 ml of a 25 percent ethanolic solution of sodium ethylate are added to a solution of 40.0 g of 4-dimethylamino-3-(4-methoxyphenyl)-3-buten-2-one in 120 ml of ethanol. The mixture is heated at the reflux temperature for 8 hours, then cooled to 0° C., and the reaction product is filtered off with suction and washed with cold ethanol. The residue is dissolved in water and, while cooling in ice, is neutralised with dilute hydrochloric acid. The precipitated product is filtered ... The reactants are [Si](C)(C)(C(C)(C)C)O[C@H](C)[C@H]1C(N[C@@H]1C(C(N1C(SCC1)=S)=O)C)=O ((3S,4R)-3-[(1R)-1-(t-butyldimethylsilyloxy)ethyl]-4-[(1RS)-1-methyl-2-oxo-2-(2-thioxothiazolidin-3-yl)ethyl]-2-azetidinone), C([O-])([O-])=O.[K+].[K+] (potassium carbonate), CO (methanol), [Cl-].[Na+] (sodium chloride), Cl (hydrochloric acid). The solvent is C(C)(=O)OCC (ethyl acetate). Conditions: time 10 minute. The product is [Si](C)(C)(C(C)(C)C)O[C@H](C)[C@@H]1[C@H](NC1=O)[C@H](C(=O)OC)C (methyl (2R)-2-[(2S,3S)-3-{(1R)-1-(t-butyldimethylsilyloxy)ethyl}-4-oxoazetidin-2-yl]propionate). RXN SMILES: [Si:1]([O:8][C@@H:9]([C@@H:11]1[C@@H:14]([CH:15](C)[C:16](=O)N2CCSC2=S)[NH:13][C:12]1=[O:25])[CH3:10])([C:4]([CH3:7])([CH3:6])[CH3:5])([CH3:3])[CH3:2].[C:26](=[O:29])([O-])[O-:27].[K+].[K+].[Cl-].[Na+].Cl.[CH3:35]O>C(OCC)(=O)C>[Si:1]([O:8][C@@H:9]([C@H:11]1[C:12](=[O:25])[NH:13][C@@H:14]1[C@@H:15]([CH3:16])[C:26]([O:27][CH3:35])=[O:29])[CH3:10])([C:4]([CH3:6])([CH3:7])[CH3:5])([CH3:3])[CH3:2] |f:1.2.3,4.5|. Procedure details: To a solution of (3S,4R)-3-[(1R)-1-(t-butyldimethylsilyloxy)ethyl]-4-[(1RS)-1-methyl-2-oxo-2-(2-thioxothiazolidin-3-yl)ethyl]-2-azetidinone obtained in Example 2 (797 mg) in methanol (16 ml) was added potassium carbonate (410 mg) at 0° C. and the mixture was stirred at room temperature for 10 minutes. The reaction mixture was poured into a mixture of ethyl acetate (40 ml), saturated aqueous sodium chloride (25 ml) and 1N hydrochloric acid (3 ml). The organic layer was separated, washed with satu... The reactants are CC(C)(C)OC(=O)OC(C)(C)C, CO, Cl, NCC(O)c1ccccc1, [Na+], [Na+], O=C([O-])[O-]. The product is CC(C)(C)OC(=O)NCC(O)c1ccccc1. As a reaction SMILES: [CH3:11][C:12]([CH3:13])([CH3:14])[O:15][C:16]([O:17][C:19]([CH3:20])([CH3:21])[CH3:22])=[O:18].[CH3:30][OH:31].[ClH:29].[NH2:1][CH2:2][CH:3]([OH:4])[c:5]1[cH:6][cH:7][cH:8][cH:9][cH:10]1.[Na+:23].[Na+:24].[O-:25][C:26](=[O:27])[O-:28]>>[NH:1]([CH2:2][CH:3]([OH:4])[c:5]1[cH:6][cH:7][cH:8][cH:9][cH:10]1)[C:16]([O:15][C:12]([CH3:11])([CH3:13])[CH3:14])=[O:17]. Starting materials: COC(=O)C(N)CC(C)C, O=C(O)C=Cc1cccs1. Yields the product COC(=O)C(CC(C)C)NC(=O)C=Cc1cccs1. Reaction SMILES: [CH3:11][O:12][C:13]([CH:14]([NH2:15])[CH2:16][CH:17]([CH3:18])[CH3:19])=[O:20].[s:1]1[c:2]([CH:6]=[CH:7][C:8](=[O:9])[OH:10])[cH:3][cH:4][cH:5]1>>[s:1]1[c:2]([CH:6]=[CH:7][C:8](=[O:10])[NH:15][CH:14]([C:13]([O:12][CH3:11])=[O:20])[CH2:16][CH:17]([CH3:18])[CH3:19])[cH:3][cH:4][cH:5]1.